This data is from the Open Reaction Database (ORD), a public repository of structured organic reaction records. The task is: describe an organic reaction: reactants, conditions, products, and yield The reactants are C(C1=CC=CC=C1)OC(=O)Cl (benzyloxycarbonyl chloride), [OH-].[Na+] (sodium hydroxide), C(CCCC)(=O)Cl (pentanoyl chloride), solution, [OH-].[Na+] (sodium hydroxide), [OH-].[Na+] (sodium hydroxide), N[C@@H](CC1=CC=C(C=C1)O)C(=O)O (tyrosine), Cl (hydrochloric acid), [OH-].[Na+] (sodium hydroxide). Solvent: C(Cl)(Cl)Cl (chloroform), C(C)OCC (ethyl ether). Conditions: time 2 hour. Yields the product C(CCCC)(=O)N[C@@H](CC1=CC=C(C=C1)OC(=O)OCC1=CC=CC=C1)C(=O)O (N-pentanoyl-O-benzyloxycarbonyltyrosin). Yield: 82.9%. As a reaction SMILES: [C:1](Cl)(=[O:6])[CH2:2][CH2:3][CH2:4][CH3:5].[OH-].[Na+].[NH2:10][C@H:11]([C:20]([OH:22])=[O:21])[CH2:12][C:13]1[CH:18]=[CH:17][C:16]([OH:19])=[CH:15][CH:14]=1.[CH2:23]([O:30][C:31](Cl)=[O:32])[C:24]1[CH:29]=[CH:28][CH:27]=[CH:26][CH:25]=1.Cl>C(OCC)C.C(Cl)(Cl)Cl>[C:1]([NH:10][C@H:11]([C:20]([OH:22])=[O:21])[CH2:12][C:13]1[CH:14]=[CH:15][C:16]([O:19][C:31]([O:30][CH2:23][C:24]2[CH:29]=[CH:28][CH:27]=[CH:26][CH:25]=2)=[O:32])=[CH:17][CH:18]=1)(=[O:6])[CH2:2][CH2:3][CH2:4][CH3:5] |f:1.2|. Procedure: A solution of 6.0 g (50 m-mol) of pentanoyl chloride in ethyl ether (50 ml) and an aqueous solution (26 ml) of 2N-sodium hydroxide were added dropwise at the same time over the period of 30 minutes to an aqueous 2N-sodium hydroxide solution (38.5 ml) of 7.00 g (38.6 m-mol) of tyrosine under agitation at 5° C., while maintaining the pH value between 9 and 11. The mixture was stirred for an additional 2 hours at room temperature and, after addition of 2N-sodium hydroxide (5 ml) thereto, was warmed... The reactants are ClCCCBr, CC(C)=O, [K+], [K+], Oc1ccc(CN2CCCCC2)nc1, O=C([O-])[O-]. Yields the product ClCCCOc1ccc(CN2CCCCC2)nc1. RXN SMILES: [Br:15][CH2:16][CH2:17][CH2:18][Cl:19].[CH3:26][C:27](=[O:28])[CH3:29].[K+:20].[K+:21].[N:1]1([CH2:7][c:8]2[cH:9][cH:10][c:11]([OH:14])[cH:12][n:13]2)[CH2:2][CH2:3][CH2:4][CH2:5][CH2:6]1.[O-:22][C:23]([O-:24])=[O:25]>>[N:1]1([CH2:7][c:8]2[cH:9][cH:10][c:11]([O:14][CH2:16][CH2:17][CH2:18][Cl:19])[cH:12][n:13]2)[CH2:2][CH2:3][CH2:4][CH2:5][CH2:6]1. Reaction SMILES: [C:42]([O:43][BH-:44]([O:45][C:46](=[O:47])[CH3:48])[O:49][C:50](=[O:51])[CH3:52])(=[O:53])[CH3:54].[CH2:1]([c:2]1[cH:3][cH:4][cH:5][cH:6][cH:7]1)[O:8][C:9](=[O:10])[N:11]1[CH:12]2[CH:13]([CH:14]([NH2:22])[CH:15]1[c:16]1[cH:17][cH:18][cH:19][cH:20][cH:21]1)[CH2:23][CH2:24][CH2:25]2.[CH3:26][O:27][c:28]1[cH:29][c:30]2[c:35]([cH:36][c:37]1[CH:38]=[O:39])[N:34]([CH3:40])[C:33](=[O:41])[CH2:32][CH2:31]2.[Cl:56][CH2:57][Cl:58].[Na+:55]>>[CH2:1]([c:2]1[cH:3][cH:4][cH:5][cH:6][cH:7]1)[O:8][C:9](=[O:10])[N:11]1[CH:12]2[CH:13]([CH:14]([NH:22][CH2:38][c:37]3[c:28]([O:27][CH3:26])[cH:29][c:30]4[c:35]([cH:36]3)[N:34]([CH3:40])[C:33](=[O:41])[CH2:32][CH2:31]4)[CH:15]1[c:16]1[cH:17][cH:18][cH:19][cH:20][cH:21]1)[CH2:23][CH2:24][CH2:25]2. Yields the product COc1cc2c(cc1CNC1C3CCCC3N(C(=O)OCc3ccccc3)C1c1ccccc1)N(C)C(=O)CC2. The reactants are CC(=O)O[BH-](OC(C)=O)OC(C)=O, NC1C2CCCC2N(C(=O)OCc2ccccc2)C1c1ccccc1, COc1cc2c(cc1C=O)N(C)C(=O)CC2, ClCCl, [Na+]. Reactants: CC#N, C=C(C)C(=O)OC, Cl, Nc1ccccc1. The product is COC(=O)C(C)(Cl)Cc1ccccc1. As a reaction SMILES: [CH3:16][C:17]#[N:18].[CH3:1][O:2][C:3](=[O:4])[C:5]([CH3:6])=[CH2:7].[ClH:15].[NH2:8][c:9]1[cH:10][cH:11][cH:12][cH:13][cH:14]1>>[CH3:1][O:2][C:3](=[O:4])[C:5]([CH3:6])([CH2:7][c:9]1[cH:10][cH:11][cH:12][cH:13][cH:14]1)[Cl:15].